From a dataset of the Open Reaction Database (ORD), a public repository of structured organic reaction records. describe an organic reaction: reactants, conditions, products, and yield Starting materials: C(C)(=O)O.C(C)(=O)O.IC1=CC=CC=C1 (Iodobenzene diacetate), ClC1=NC(=CC(=N1)N1[C@@H](COCC1)C)CS(=O)C ((3R)-4-(2-chloro-6-(methylsulfinylmethyl)pyrimidin-4-yl)-3-methylmorpholine), FC(C(=O)N)(F)F (2,2,2-trifluoroacetamide), [O-2].[Mg+2] (magnesium oxide), FC(C(=O)N)(F)F (2,2,2-trifluoroacetamide), [O-2].[Mg+2] (magnesium oxide), C(C)(=O)O.C(C)(=O)O.IC1=CC=CC=C1 (iodobenzene diacetate). The product is ClC1=NC(=CC(=N1)CS(=NC(C(F)(F)F)=O)(=O)C)N1[C@@H](COCC1)C (N-[({2-chloro-6-[(3R)-3-methylmorpholin-4-yl]pyrimidin-4-yl}methyl)(methyl)oxido-λ6-sulfanylidene]-2,2,2-trifluoroacetamide). The yield is 81.6%. Reaction conditions: time 3 day. As a reaction SMILES: C(O)(=O)C.C(O)(=O)C.IC1C=CC=CC=1.[Cl:16][C:17]1[N:22]=[C:21]([N:23]2[CH2:28][CH2:27][O:26][CH2:25][C@H:24]2[CH3:29])[CH:20]=[C:19]([CH2:30][S:31]([CH3:33])=[O:32])[N:18]=1.[F:34][C:35]([F:40])([F:39])[C:36]([NH2:38])=[O:37].[O-2].[Mg+2]>C(Cl)Cl.CC([O-])=O.CC([O-])=O.CC([O-])=O.CC([O-])=O.[Rh+2].[Rh+2]>[Cl:16][C:17]1[N:18]=[C:19]([CH2:30][S:31]([CH3:33])(=[O:32])=[N:38][C:36](=[O:37])[C:35]([F:40])([F:39])[F:34])[CH:20]=[C:21]([N:23]2[CH2:28][CH2:27][O:26][CH2:25][C@H:24]2[CH3:29])[N:22]=1 |f:0.1.2,5.6,8.9.10.11.12.13|. Run in C(Cl)Cl (DCM). Reagents/catalysts: CC(=O)[O-].CC(=O)[O-].CC(=O)[O-].CC(=O)[O-].[Rh+2].[Rh+2] (rhodium(II) acetate dimer), CC(=O)[O-].CC(=O)[O-].CC(=O)[O-].CC(=O)[O-].[Rh+2].[Rh+2] (rhodium(II) acetate dimer). Procedure: Iodobenzene diacetate (6.54 g, 20.29 mmol) was added to (3R)-4-(2-chloro-6-(methylsulfinylmethyl)pyrimidin-4-yl)-3-methylmorpholine (5.88 g, 20.29 mmol), 2,2,2-trifluoroacetamide (4.59 g, 40.58 mmol), magnesium oxide (3.27 g, 81.16 mmol) and rhodium(II) acetate dimer (0.224 g, 0.51 mmol) in DCM (169 ml) under air. The resulting suspension was stirred at RT for 3 days. Further 2,2,2-trifluoroacetamide (1.15 g, 10.15 mmol), magnesium oxide (0.818 g, 20.29 mmol), rhodium(II) acetate dimer (0.056 g,... Starting materials: C(CCC)C1(NC1)CC (2-butyl-2-ethylaziridine), C(C1=CC=CC=C1)(=O)C1=CN(C=C1SC(C1=CC=CC=C1)=O)[Si](C(C)C)(C(C)C)C(C)C (3-Benzoyl-4-(benzoylthio)-1-(triisopropylsilyl)pyrrole), [OH-].[Na+] (sodium hydroxide), Cl (hydrochloric acid). The solvent is C(C)(=O)OCC (ethyl acetate), CO (methanol). The product is C(C1=CC=CC=C1)(=O)C1=CNC=C1SCC(CCCC)(CC)N ((±)-3-Benzoyl-4-((2-amino-2-ethylhexyl)thio)-1H-pyrrole). Yield: 86.3%. RXN SMILES: [C:1]([C:9]1[C:13]([S:14]C(=O)C2C=CC=CC=2)=[CH:12][N:11]([Si](C(C)C)(C(C)C)C(C)C)[CH:10]=1)(=[O:8])[C:2]1[CH:7]=[CH:6][CH:5]=[CH:4][CH:3]=1.[OH-].[Na+].Cl.[CH2:36]([C:40]1([CH2:43][CH3:44])[CH2:42][NH:41]1)[CH2:37][CH2:38][CH3:39]>C(OCC)(=O)C.CO>[C:1]([C:9]1[C:13]([S:14][CH2:42][C:40]([NH2:41])([CH2:43][CH3:44])[CH2:36][CH2:37][CH2:38][CH3:39])=[CH:12][NH:11][CH:10]=1)(=[O:8])[C:2]1[CH:3]=[CH:4][CH:5]=[CH:6][CH:7]=1 |f:1.2|. Procedure details: A mixture of the product from step (c) (24.9 g), 250 ml methanol and 106 ml 1N sodium hydroxide was warmed to reflux for 10 minutes then 1N hydrochloric acid (53 ml) was added followed by 2-butyl-2-ethylaziridine (7.7 g, Synthetic Example 1(f)). After one hour the reaction was diluted with ethyl acetate and washed with 1N sodium hydroxide and then water. The organic layer was dried, filtered and concentrated. The residue was chromatographed on silica gel eluting with ethyl acetate-ethanol (3:1) ... Reactants: CC(C)(C)[O-] (2-methyl-propan-2-olate), C1(CCCCC1)P(C1=C(C=CC=C1)C1=C(C=C(C=C1C(C)C)C(C)C)C(C)C)C1CCCCC1 (dicyclohexyl-(2′,4′,6′-triisopropyl-biphenyl-2-yl)-phosphane), BrC1=C2C=CC=NC2=C(C=C1)C#N (5-Bromo-quinoline-8-carbonitrile), C(C)(C)(C)OC(=O)N1CC(C(C1)C1=CC(=CC=C1)OC(F)(F)F)N (3-amino-4-(3-trifluoromethoxy-phenyl)-pyrrolidine-1-carboxylic acid tert-butyl ester), [Na] (sodium). The reagents and catalysts are C=1C=CC(=CC1)/C=C/C(=O)/C=C/C2=CC=CC=C2.C=1C=CC(=CC1)/C=C/C(=O)/C=C/C2=CC=CC=C2.C=1C=CC(=CC1)/C=C/C(=O)/C=C/C2=CC=CC=C2.[Pd].[Pd] (Pd2(dba)3). Solvent: C1(=CC=CC=C1)C (toluene). Run at time 10 minute. Product: C(C)(C)(C)OC(=O)N1CC(C(C1)C1=CC(=CC=C1)OC(F)(F)F)NC1=C2C=CC=NC2=C(C=C1)C#N (3-(8-cyano-quinolin-5-ylamino)-4-(3-trifluoromethoxy-phenyl)-pyrrolidine-1-carboxylic acid tert-butyl ester). Yield: 35.0%. As a reaction SMILES: Br[C:2]1[CH:11]=[CH:10][C:9]([C:12]#[N:13])=[C:8]2[C:3]=1[CH:4]=[CH:5][CH:6]=[N:7]2.[C:14]([O:18][C:19]([N:21]1[CH2:25][CH:24]([C:26]2[CH:31]=[CH:30][CH:29]=[C:28]([O:32][C:33]([F:36])([F:35])[F:34])[CH:27]=2)[CH:23]([NH2:37])[CH2:22]1)=[O:20])([CH3:17])([CH3:16])[CH3:15].[Na].CC([O-])(C)C.C1(P(C2CCCCC2)C2C=CC=CC=2C2C(C(C)C)=CC(C(C)C)=CC=2C(C)C)CCCCC1>C1(C)C=CC=CC=1.C1C=CC(/C=C/C(/C=C/C2C=CC=CC=2)=O)=CC=1.C1C=CC(/C=C/C(/C=C/C2C=CC=CC=2)=O)=CC=1.C1C=CC(/C=C/C(/C=C/C2C=CC=CC=2)=O)=CC=1.[Pd].[Pd]>[C:14]([O:18][C:19]([N:21]1[CH2:25][CH:24]([C:26]2[CH:31]=[CH:30][CH:29]=[C:28]([O:32][C:33]([F:34])([F:35])[F:36])[CH:27]=2)[CH:23]([NH:37][C:2]2[CH:11]=[CH:10][C:9]([C:12]#[N:13])=[C:8]3[C:3]=2[CH:4]=[CH:5][CH:6]=[N:7]3)[CH2:22]1)=[O:20])([CH3:17])([CH3:15])[CH3:16] |f:6.7.8.9.10,^1:37|. Procedure details: A reaction mixture of 5-Bromo-quinoline-8-carbonitrile (200.00 mg; 0.86 mmol; 1.00 eq), (3-amino-4-(3-trifluoromethoxy-phenyl)-pyrrolidine-1-carboxylic acid tert-butyl ester (0.41 ml; 1.03 mmol; 1.20 eq.) (trans_racemic), sodium; 2-methyl-propan-2-olate (181.43 mg; 1.89 mmol; 2.20 eq.), and dicyclohexyl-(2′,4′,6′-triisopropyl-biphenyl-2-yl)-phosphane (122.73 mg; 0.26 mmol; 0.30 eq.) in toluene (5 ml) in microwave tube was degas, followed by adding Pd2(dba)3 (74.02 mg; 0.13 mmol; 0.15 eq.). The r... Starting materials: OCC1=C(C(N(CO1)C(C(=O)OCC1=CC=CC=C1)(C)C)=O)C1=CC=CC=C1 (benzyl 2-(2,3-dihydro-6-hydroxymethyl-4-oxo-5-phenyl-4H-1,3-oxazin-3-yl)-2-methylpropanoate), [Cr](=O)(=O)([O-])Cl.[NH+]1=CC=CC=C1 (pyridinium chlorochromate). The solvent is ClCCl (dichloromethane), ClCCl (dichloromethane), ClCCl (dichloromethane). Conditions: time 1 hour. The product is C(=O)C1=C(C(N(CO1)C(C(=O)OCC1=CC=CC=C1)(C)C)=O)C1=CC=CC=C1 (benzyl 2-(6-formyl-2,3-dihydro-4-oxo-5-phenyl-4H-1,3-oxazin-3-yl)-2-methylpropanoate). Isolated yield 42.7%. As a reaction SMILES: [OH:1][CH2:2][C:3]1[O:8][CH2:7][N:6]([C:9]([CH3:21])([CH3:20])[C:10]([O:12][CH2:13][C:14]2[CH:19]=[CH:18][CH:17]=[CH:16][CH:15]=2)=[O:11])[C:5](=[O:22])[C:4]=1[C:23]1[CH:28]=[CH:27][CH:26]=[CH:25][CH:24]=1.[Cr](Cl)([O-])(=O)=O.[NH+]1C=CC=CC=1>ClCCl>[CH:2]([C:3]1[O:8][CH2:7][N:6]([C:9]([CH3:21])([CH3:20])[C:10]([O:12][CH2:13][C:14]2[CH:19]=[CH:18][CH:17]=[CH:16][CH:15]=2)=[O:11])[C:5](=[O:22])[C:4]=1[C:23]1[CH:28]=[CH:27][CH:26]=[CH:25][CH:24]=1)=[O:1] |f:1.2|. Procedure: A solution of benzyl 2-(2,3-dihydro-6-hydroxymethyl-4-oxo-5-phenyl-4H-1,3-oxazin-3-yl)-2-methylpropanoate (2.0 g) in dichloromethane was added over 5 minutes to a stirred suspension of pyridinium chlorochromate (0.9 g) in dichloromethane at ambient temperature. After stirring for 1 hour the reaction mixture was diluted with dichloromethane and washed with water. The organic solution was dried (magnesium sulphate) and solvent evaporated under reduced pressure to give benzyl 2-(6-formyl-2,3-dihydr... Reactants: CCCC[N+](CCCC)(CCCC)CCCC, CC(I)OC(=O)OCC(=O)N(C)C, CC(C)=O, NC(=O)N1C(=O)C(=C(O)c2cccs2)c2cc(F)c(Cl)cc21. Yields the product CC(OC(=O)OCC(=O)N(C)C)OC(=C1C(=O)N(C(N)=O)c2cc(Cl)c(F)cc21)c1cccs1. Reaction SMILES: [CH3:1][CH2:2][CH2:3][CH2:4][N+:5]([CH2:6][CH2:7][CH2:8][CH3:9])([CH2:10][CH2:11][CH2:12][CH3:13])[CH2:14][CH2:15][CH2:16][CH3:17].[CH3:40][N:41]([C:42]([CH2:43][O:44][C:45](=[O:46])[O:47][CH:48]([CH3:49])[I:50])=[O:51])[CH3:52].[CH3:53][C:54](=[O:55])[CH3:56].[OH:18][C:19](=[C:20]1[C:21](=[O:34])[N:22]([C:31](=[O:32])[NH2:33])[c:23]2[cH:24][c:25]([Cl:30])[c:26]([F:29])[cH:27][c:28]21)[c:35]1[s:36][cH:37][cH:38][cH:39]1>>[O:18]([C:19](=[C:20]1[C:21](=[O:34])[N:22]([C:31](=[O:32])[NH2:33])[c:23]2[cH:24][c:25]([Cl:30])[c:26]([F:29])[cH:27][c:28]21)[c:35]1[s:36][cH:37][cH:38][cH:39]1)[CH:48]([O:47][C:45]([O:44][CH2:43][C:42]([N:41]([CH3:40])[CH3:52])=[O:51])=[O:46])[CH3:49]. RXN SMILES: [Al+3:22].[CH:1]([CH3:2])([CH3:3])[N:4]=[CH:5][CH:6]=[C:7]([CH3:8])[c:9]1[c:10](-[c:15]2[cH:16][cH:17][cH:18][cH:19][cH:20]2)[cH:11][cH:12][cH:13][cH:14]1.[H-:21].[H-:24].[H-:25].[H-:26].[Li+:23].[OH2:27]>>[CH:1]([CH3:2])([CH3:3])[NH:4][CH2:5][CH:6]=[C:7]([CH3:8])[c:9]1[c:10](-[c:15]2[cH:16][cH:17][cH:18][cH:19][cH:20]2)[cH:11][cH:12][cH:13][cH:14]1. Starting materials: [Al+3], CC(=CC=NC(C)C)c1ccccc1-c1ccccc1, [H-], [H-], [H-], [H-], [Li+], O. Yields the product CC(=CCNC(C)C)c1ccccc1-c1ccccc1. Starting materials: CC(C)(CC(=O)NC1CCc2c(ccc3ccccc23)NC1=O)NC(=O)OC(C)(C)C, Cc1nnc(-c2cscc2-c2ccc(CBr)cc2)o1, CS(C)=O, [K+], [OH-], O. Product: Cc1nnc(-c2cscc2-c2ccc(CN3C(=O)C(NC(=O)CC(C)(C)NC(=O)OC(C)(C)C)CCc4c3ccc3ccccc43)cc2)o1. Reaction SMILES: [C:3]([CH3:4])([CH3:5])([CH3:6])[O:7][C:8]([NH:9][C:10]([CH2:11][C:12]([NH:13][CH:14]1[CH2:15][CH2:16][c:17]2[c:18]([cH:22][cH:23][c:24]3[cH:25][cH:26][cH:27][cH:28][c:29]23)[NH:19][C:20]1=[O:21])=[O:30])([CH3:31])[CH3:32])=[O:33].[CH3:34][c:35]1[n:36][n:37][c:38](-[c:40]2[cH:41][s:42][cH:43][c:44]2-[c:45]2[cH:46][cH:47][c:48]([CH2:51][Br:52])[cH:49][cH:50]2)[o:39]1.[CH3:54][S:55]([CH3:56])=[O:57].[K+:2].[OH-:1].[OH2:53]>>[C:3]([CH3:4])([CH3:5])([CH3:6])[O:7][C:8]([NH:9][C:10]([CH2:11][C:12]([NH:13][CH:14]1[CH2:15][CH2:16][c:17]2[c:18]([cH:22][cH:23][c:24]3[cH:25][cH:26][cH:27][cH:28][c:29]23)[N:19]([CH2:51][c:48]2[cH:47][cH:46][c:45](-[c:44]3[c:40](-[c:38]4[n:37][n:36][c:35]([CH3:34])[o:39]4)[cH:41][s:42][cH:43]3)[cH:50][cH:49]2)[C:20]1=[O:21])=[O:30])([CH3:31])[CH3:32])=[O:33]. The reactants are [Al+3], CCOC(=O)c1cccc(-c2ccc(C)cc2C)c1, [H-], [H-], [H-], [H-], [Li+], [Na+], [Na+], C1CCOC1, O, O, O, O, O, O, O, O, O, O, O=S(=O)([O-])[O-]. Product: Cc1ccc(-c2cccc(CO)c2)c(C)c1. As a reaction SMILES: [Al+3:21].[CH3:1][c:2]1[c:3](-[c:9]2[cH:10][c:11]([C:15](=[O:16])[O:17][CH2:18][CH3:19])[cH:12][cH:13][cH:14]2)[cH:4][cH:5][c:6]([CH3:8])[cH:7]1.[H-:20].[H-:23].[H-:24].[H-:25].[Li+:22].[Na+:41].[Na+:42].[O:43]1[CH2:44][CH2:45][CH2:46][CH2:47]1.[OH2:26].[OH2:27].[OH2:28].[OH2:29].[OH2:30].[OH2:31].[OH2:32].[OH2:33].[OH2:34].[OH2:35].[S:36]([O-:37])([O-:38])(=[O:39])=[O:40]>>[CH3:1][c:2]1[c:3](-[c:9]2[cH:10][c:11]([CH2:15][OH:16])[cH:12][cH:13][cH:14]2)[cH:4][cH:5][c:6]([CH3:8])[cH:7]1. Reactants: [Si](C1=CC=CC=C1)(C1=CC=CC=C1)(C(C)(C)C)OCCOC1=NC=C(C=C1)[N+](=O)[O-] (2-[2-(t-butyldiphenylsilyl)oxyethoxy]-5-nitropyridine). The reagents and catalysts are [Pt]=O (platinum oxide). The solvent is C(C)O (ethanol). The product is NC=1C=CC(=NC1)OCCO[Si](C1=CC=CC=C1)(C1=CC=CC=C1)C(C)(C)C (5-amino-2-[2-(t-butyldiphenylsilyl)oxyethoxy]pyridine). Isolated yield 58.5%. As a reaction SMILES: [Si:1]([O:18][CH2:19][CH2:20][O:21][C:22]1[CH:27]=[CH:26][C:25]([N+:28]([O-])=O)=[CH:24][N:23]=1)([C:14]([CH3:17])([CH3:16])[CH3:15])([C:8]1[CH:13]=[CH:12][CH:11]=[CH:10][CH:9]=1)[C:2]1[CH:7]=[CH:6][CH:5]=[CH:4][CH:3]=1>C(O)C.[Pt]=O>[NH2:28][C:25]1[CH:26]=[CH:27][C:22]([O:21][CH2:20][CH2:19][O:18][Si:1]([C:14]([CH3:17])([CH3:16])[CH3:15])([C:2]2[CH:7]=[CH:6][CH:5]=[CH:4][CH:3]=2)[C:8]2[CH:13]=[CH:12][CH:11]=[CH:10][CH:9]=2)=[N:23][CH:24]=1. Procedure details: Compound B (36.8 g) was dissolved in ethanol (270 ml) and catalytically hydrogenated at atmospheric pressure over platinum oxide (300 mg). The catalyst was removed by filtration through diatomaceous earth. The solvent was removed by evaporation and the residue triturated with hexane to give 5-amino-2-[2-(trimethylsilyl)ethoxy]pyridine (C) (20.0 g), as dark crystals, m.p. 59°-61° C.; NMR: 0.0(s,9H), 0.95-1.05(m,2H), 3.1-3.3(br s, 2H), 4.2-4.3(m,2H), 6.5(d,1H), 6.95(dd,1H), 7.6(d,1H).